The task is: describe an organic reaction: reactants, conditions, products, and yield. This data is from the Open Reaction Database (ORD), a public repository of structured organic reaction records. Reactants: OC1=CC=C(C=C1)N1C(NC=2C1=NC=CC2)=O (3-(4-hydroxyphenyl)-1,3-dihydro-2H-imidazo[4,5-b]pyridin-2-one), ClC1=NC2=C(N1COCC[Si](C)(C)C)C=CC=C2 (2-chloro-1-{[2-(trimethylsilyl)ethoxy]methyl}-1H-benzimidazole), C([O-])([O-])=O.[Cs+].[Cs+] (cesium carbonate). Run in CN(C)C=O (DMF). The product is C[Si](CCOCN1C(=NC2=C1C=CC=C2)OC2=CC=C(C=C2)N2C(NC=1C2=NC=CC1)=O)(C)C (3-{4-[(1-{[2-(trimethylsilyl)ethoxy]methyl}-1H-benzimidazol-2-yl)oxy]phenyl}-1,3-dihydro-2H-imidazo[4,5-b]pyridin-2-one). The yield is 72.6%. As a reaction SMILES: [OH:1][C:2]1[CH:7]=[CH:6][C:5]([N:8]2[C:12]3=[N:13][CH:14]=[CH:15][CH:16]=[C:11]3[NH:10][C:9]2=[O:17])=[CH:4][CH:3]=1.Cl[C:19]1[N:23]([CH2:24][O:25][CH2:26][CH2:27][Si:28]([CH3:31])([CH3:30])[CH3:29])[C:22]2[CH:32]=[CH:33][CH:34]=[CH:35][C:21]=2[N:20]=1.C(=O)([O-])[O-].[Cs+].[Cs+]>CN(C=O)C>[CH3:29][Si:28]([CH3:31])([CH3:30])[CH2:27][CH2:26][O:25][CH2:24][N:23]1[C:22]2[CH:32]=[CH:33][CH:34]=[CH:35][C:21]=2[N:20]=[C:19]1[O:1][C:2]1[CH:3]=[CH:4][C:5]([N:8]2[C:12]3=[N:13][CH:14]=[CH:15][CH:16]=[C:11]3[NH:10][C:9]2=[O:17])=[CH:6][CH:7]=1 |f:2.3.4|. Procedure details: 3-(4-hydroxyphenyl)-1,3-dihydro-2H-imidazo[4,5-b]pyridin-2-one (370 mg), 2-chloro-1-{[2-(trimethylsilyl)ethoxy]methyl}-1H-benzimidazole (507 mg) and cesium carbonate (1.17 g) in DMF (10 mL) was heated at 100° C. for 4 h. After cooling to rt, the mixture was partitioned between AcOEt and H2O. The organic layer was washed with brine, dried over Na2SO4 and evaporated. The residue was purified by column chromatography (SiO2, hexane/AcOEt=1/1 to 0/1) to give 3-{4-[(1-{[2-(trimethylsilyl)ethoxy]methyl... Reactants: C1=C(C=CC=C1O)C (m-cresol), N#N.Cl.COC=1C=C2C=CC(=CC2=CC1OC)S(=O)(=O)N[C@@H](CCCNC(N)=N)C(=O)N(CC(=O)Cl)CCOC (N2 (6, 7-dimethoxy-2-naphthylsulfonyl)-L-arginyl-N-(2-methoxyethyl)glycyl chloride hydrochloride). Run at temperature 90 celsius. The product is N#N.Cl.C1(=CC(=CC=C1)OC(CN(CCOC)C([C@@H](NS(=O)(=O)C1=CC2=CC(=C(C=C2C=C1)OC)OC)CCCNC(N)=N)=O)=O)C (N2 (6, 7-dimethoxy-2-naphthylsulfonyl)-L-arginyl-N-(2-methoxyethyl)glycine m-tolyl ester hydrochloride). Yield: 86.0%. RXN SMILES: [CH:1]1[C:6]([OH:7])=[CH:5][CH:4]=[CH:3][C:2]=1[CH3:8].[N:9]#[N:10].Cl.[CH3:12][O:13][C:14]1[CH:15]=[C:16]2[C:21](=[CH:22][C:23]=1[O:24][CH3:25])[CH:20]=[C:19]([S:26]([NH:29][C@H:30]([C:38]([N:40]([CH2:45][CH2:46][O:47][CH3:48])[CH2:41][C:42]([Cl:44])=[O:43])=[O:39])[CH2:31][CH2:32][CH2:33][NH:34][C:35](=[NH:37])[NH2:36])(=[O:28])=[O:27])[CH:18]=[CH:17]2>>[N:9]#[N:10].[ClH:44].[C:2]1([CH3:8])[CH:3]=[CH:4][CH:5]=[C:6]([O:7][C:42](=[O:43])[CH2:41][N:40]([C:38](=[O:39])[C@H:30]([CH2:31][CH2:32][CH2:33][NH:34][C:35](=[NH:36])[NH2:37])[NH:29][S:26]([C:19]2[CH:18]=[CH:17][C:16]3[C:21](=[CH:22][C:23]([O:24][CH3:25])=[C:14]([O:13][CH3:12])[CH:15]=3)[CH:20]=2)(=[O:28])=[O:27])[CH2:45][CH2:46][O:47][CH3:48])[CH:1]=1 |f:1.2.3,4.5.6|. Procedure details: A mixture of 2.00 g of m-cresol and N2 -(6, 7-dimethoxy-2-naphthylsulfonyl)-L-arginyl-N-(2-methoxyethyl)glycyl chloride hydrochloride obtained above was heated at 90° C for 50 minutes. At the end of this period, the reaction mixture was cooled, washed several times with dry ethyl ether, and then dissolved in 10 ml of dry ethyl alcohol. Addition of cold dry ethyl ether resulted in a precipitate which was washed several times with dry ethyl ether to give 2.12 g (86 percent) of N2 -(6, 7-dimethoxy-... The reactants are O[C@H]1[C@@H]([C@H](NC=2C=3N(C=CC12)C=C(N3)C)C3=CC=CC=C3)O ((7R,8R,9R)-7,8-dihydroxy-2-methyl-9-phenyl-7,8,9,10-tetrahydroimidazo[1,2-h][1,7]-naphthyridine), COCCO (ethylene glycol monomethyl ether), CS(=O)(=O)O (methanesulfonic acid). Reaction conditions: temperature 65 celsius, time 1.5 hour. The product is O[C@@H]1[C@H](NC=2C=3N(C=CC2[C@@H]1OCCOC)C=C(N3)C)C3=CC=CC=C3 ((7S,8R,9R)-8-hydroxy-2-methyl-7-(2-methoxyethoxy)-9-phenyl-7,8,9,10-tetrahydroimidazo[1,2-h][1,7]naphthyridine), O[C@@H]1[C@H](NC=2C=3N(C=CC2[C@H]1OCCOC)C=C(N3)C)C3=CC=CC=C3 ((7R,8R,9R)-8-hydroxy-2-methyl-7-(2-methoxyethoxy)-9-phenyl-7,8,9,10-tetrahydroimidazo-[1,2-h][1,7]-naphthyridine). Isolated yield 13.0%. Reaction SMILES: [OH:1][C@@H:2]1[C:11]2[CH:10]=[CH:9][N:8]3[CH:12]=[C:13]([CH3:15])[N:14]=[C:7]3[C:6]=2[NH:5][C@H:4]([C:16]2[CH:21]=[CH:20][CH:19]=[CH:18][CH:17]=2)[C@H:3]1[OH:22].CS(O)(=O)=O.[CH3:28][O:29][CH2:30][CH2:31]O>>[OH:22][C@H:3]1[C@@H:2]([O:1][CH2:31][CH2:30][O:29][CH3:28])[C:11]2[CH:10]=[CH:9][N:8]3[CH:12]=[C:13]([CH3:15])[N:14]=[C:7]3[C:6]=2[NH:5][C@@H:4]1[C:16]1[CH:21]=[CH:20][CH:19]=[CH:18][CH:17]=1.[OH:22][C@H:3]1[C@H:2]([O:1][CH2:31][CH2:30][O:29][CH3:28])[C:11]2[CH:10]=[CH:9][N:8]3[CH:12]=[C:13]([CH3:15])[N:14]=[C:7]3[C:6]=2[NH:5][C@@H:4]1[C:16]1[CH:21]=[CH:20][CH:19]=[CH:18][CH:17]=1. Procedure details: 6 g (20.3 mmol) of (7R,8R,9R)-7,8-dihydroxy-2-methyl-9-phenyl-7,8,9,10-tetrahydroimidazo[1,2-h][1,7]-naphthyridine are introduced into 75 ml of ethylene glycol monomethyl ether at 65° C., treated with 4.9 g (50.8 mmol) of methanesulfonic acid and the mixture is stirred at 65° C. for 1.5 h. The reaction solution is concentrated in a rotary evaporator and residue is treated with 50 ml of dichloromethane and 50 ml of water. The aqueous phase is adjusted to pH 8 by means of saturated sodium hydrogen... The reactants are [Na+].[Cl-] (NaCl), N(=O)[O-].[Na+] (Sodium nitrite), [CH]Cl (cHCl), C1(=CC=CC=C1)C1=NNC(=C1C#CC1=CC=CC=C1)N (3-phenyl-4-(2-phenylethynyl)-1H-pyrazol-5-amine). Run in C(Cl)Cl (CH2Cl2), C(Cl)Cl (CH2Cl2). Conditions: temperature 50 celsius, time 15 minute. Product: ClC1=C2C(=NN=C1C1=CC=CC=C1)NN=C2C2=CC=CC=C2 (4-chloro-3,5-diphenyl-1H-pyrazolo[3,4-c]pyridazine). The yield is 46.6%. As a reaction SMILES: [N:1]([O-])=O.[Na+].[CH]Cl.[C:7]1([C:13]2[C:17]([C:18]#[C:19][C:20]3[CH:25]=[CH:24][CH:23]=[CH:22][CH:21]=3)=[C:16]([NH2:26])[NH:15][N:14]=2)[CH:12]=[CH:11][CH:10]=[CH:9][CH:8]=1.[Na+].[Cl-:28]>C(Cl)Cl>[Cl:28][C:18]1[C:19]([C:20]2[CH:21]=[CH:22][CH:23]=[CH:24][CH:25]=2)=[N:1][N:26]=[C:16]2[NH:15][N:14]=[C:13]([C:7]3[CH:8]=[CH:9][CH:10]=[CH:11][CH:12]=3)[C:17]=12 |f:0.1,4.5,^3:4|. Procedure details: Sodium nitrite (2.88 g, 42 mmol) was added portionwise to cHCl (314 mL) at −15° C. and stirred for 15 min. 3-phenyl-4-(2-phenylethynyl)-1H-pyrazol-5-amine (5.4 g, 21 mmol) was added as a solid, followed by the addition of CH2Cl2 (10 mL). The reaction mixture was allowed to warm up and stirred at room temperature for 1 h. The reaction mixture was diluted with CH2Cl2 (44 mL) and NaCl (2.7 g) was added. The reaction mixture was heated to 50° C. for 1 d. The layers were separated and the organic lay... Reactants: CN(C)S(=O)(=O)Cl, CCN(C(C)C)C(C)C, ClCCl, O=C(NC12CCC(CC1)Cn1c2nc(C(=O)NCc2ccc(F)cc2)c(O)c1=O)C(=O)N1CCNCC1. Product: CN(C)S(=O)(=O)N1CCN(C(=O)C(=O)NC23CCC(CC2)Cn2c3nc(C(=O)NCc3ccc(F)cc3)c(O)c2=O)CC1. Reaction SMILES: [CH3:47][N:48]([S:49](=[O:50])(=[O:51])[Cl:52])[CH3:53].[CH:38]([N:39]([CH:40]([CH3:41])[CH3:42])[CH2:43][CH3:44])([CH3:45])[CH3:46].[Cl:54][CH2:55][Cl:56].[F:1][c:2]1[cH:3][cH:4][c:5]([CH2:6][NH:7][C:8](=[O:9])[c:10]2[n:11][c:12]3[n:13]([c:32](=[O:35])[c:33]2[OH:34])[CH2:14][CH:15]2[CH2:16][CH2:17][C:18]3([NH:21][C:22]([C:23]([N:24]3[CH2:25][CH2:26][NH:27][CH2:28][CH2:29]3)=[O:30])=[O:31])[CH2:19][CH2:20]2)[cH:36][cH:37]1>>[F:1][c:2]1[cH:3][cH:4][c:5]([CH2:6][NH:7][C:8](=[O:9])[c:10]2[n:11][c:12]3[n:13]([c:32](=[O:35])[c:33]2[OH:34])[CH2:14][CH:15]2[CH2:16][CH2:17][C:18]3([NH:21][C:22]([C:23]([N:24]3[CH2:25][CH2:26][N:27]([S:49]([N:48]([CH3:47])[CH3:53])(=[O:50])=[O:51])[CH2:28][CH2:29]3)=[O:30])=[O:31])[CH2:19][CH2:20]2)[cH:36][cH:37]1. Reactants: [N+](=O)([O-])C=1C=NC2=CC=CC=C2C1N[C@H](CNC(OC(C)(C)C)=O)C (tert-Butyl (2S)-2-[(3-nitroquinolin-4-yl)amino]propylcarbamate). Reagents/catalysts: [Pt] (Platinum on carbon). Run in C(C)#N (acetonitrile). Reaction conditions: time 20 hour. Yields the product NC=1C=NC2=CC=CC=C2C1N[C@H](CNC(OC(C)(C)C)=O)C (tert-butyl (2S)-2-[(3-aminoquinolin-4-yl)amino]propylcarbamate). Yield: 100.3%. Reaction SMILES: [N+:1]([C:4]1[CH:5]=[N:6][C:7]2[C:12]([C:13]=1[NH:14][C@@H:15]([CH3:25])[CH2:16][NH:17][C:18](=[O:24])[O:19][C:20]([CH3:23])([CH3:22])[CH3:21])=[CH:11][CH:10]=[CH:9][CH:8]=2)([O-])=O>C(#N)C.[Pt]>[NH2:1][C:4]1[CH:5]=[N:6][C:7]2[C:12]([C:13]=1[NH:14][C@@H:15]([CH3:25])[CH2:16][NH:17][C:18](=[O:24])[O:19][C:20]([CH3:22])([CH3:21])[CH3:23])=[CH:11][CH:10]=[CH:9][CH:8]=2. Reported procedure: tert-Butyl (2S)-2-[(3-nitroquinolin-4-yl)amino]propylcarbamate (5.04 g, 14.5 mmol) was dissolved in acetonitrile (300 mL) and the solution was placed in a pressure bottle. Platinum on carbon (5%, 1.03 g) was then added and the reaction mixture was shaken under H2 at 30 PSI (2.1×105 Pa). After 20 hours, the reaction mixture was filtered through a pad of CELITE filter agent. The pad was rinsed with acetonitrile and the combined filtrates were concentrated under reduced pressure to give tert-butyl ... Reactants: O=C([O-])[O-], CC(=O)Nc1ccccc1, CCOC(C)=O, I[Cu]I, Ic1cccs1, [K+], [K+], O. Yields the product CC(=O)N(c1ccccc1)c1cccs1. Reaction SMILES: [C:17](=[O:18])([O-:19])[O-:20].[C:1]([CH3:2])(=[O:3])[NH:4][c:5]1[cH:6][cH:7][cH:8][cH:9][cH:10]1.[CH3:27][CH2:28][O:29][C:30](=[O:31])[CH3:32].[Cu:24]([I:25])[I:26].[I:11][c:12]1[s:13][cH:14][cH:15][cH:16]1.[K+:21].[K+:22].[OH2:23]>>[C:1]([CH3:2])(=[O:3])[N:4]([c:5]1[cH:6][cH:7][cH:8][cH:9][cH:10]1)[c:12]1[s:13][cH:14][cH:15][cH:16]1.